From a dataset of the Open Reaction Database (ORD), a public repository of structured organic reaction records. describe an organic reaction: reactants, conditions, products, and yield Starting materials: FC(C(=O)O)(F)F.N[C@H]1CN(CC1)C1=NC(=C2N=CN(C2=N1)[C@H]1[C@@H]([C@@H]([C@H](C1)N1N=CC(=C1)CO)O)O)NCC(C1=CC=CC=C1)C1=CC=CC=C1 ((1R,2S,3R,5S)-3-[2-((R)-3-Amino-pyrrolidin-1-yl)-6-(2,2-diphenyl-ethylamino)-purin-9-yl]-5-(4-hydroxymethyl-pyrazol-1-yl)-cyclopentane-1,2-diol trifluoroacetate), FC(C(=O)O)(F)F.O[C@H]1[C@@H](C[C@@H]([C@H]1O)N1N=CC(=C1)C)N1C2=NC(=NC(=C2N=C1)NCC(C1=CC=CC=C1)C1=CC=CC=C1)NC1CCC(CC1)NC(=O)NC1CCN(CC1)C1=NC=CC=C1 (1-{4-[9-[(1R,2S,3R,4S)-2,3-Dihydroxy-4-(4-methyl-pyrazol-1-yl)-cyclopentyl]-6-(2,2-diphenyl-ethylamino)-9H-purin-2-ylamino]-cyclohexyl}-3-(3,4,5,6-tetrahydro-2H-[1,2′]bipyridinyl-4-yl)-urea Trifluoroacetate), C(C)OC(=O)C=1C=CC(=NC1)N1CCC(CC1)NC(=O)N1C=NC=C1 (4-[(imidazole-1-carbonyl)-amino]-3,4,5,6-tetrahydro-2H-[1,2′]bipyridinyl-5′-carboxylic acid ethyl ester). Yields the product FC(C(=O)O)(F)F.C(C)OC(=O)C=1C=CC(=NC1)N1CCC(CC1)NC(=O)N[C@H]1CN(CC1)C1=NC(=C2N=CN(C2=N1)[C@H]1[C@@H]([C@@H]([C@H](C1)N1N=CC(=C1)CO)O)O)NCC(C1=CC=CC=C1)C1=CC=CC=C1 (4-(3-{(R)-1-[9-[(1R,2S,3R,4S)-2,3-Dihydroxy-4-(4-hydroxymethyl-pyrazol-1-yl)-cyclopentyl]-6-(2,2-diphenyl-ethylamino)-9H-purin-2-yl]-pyrrolidin-3-yl}-ureido)-3,4,5,6-tetrahydro-2H-[1,2′]bipyridinyl-5′-carboxylic acid ethyl ester trifluoroacetate). Reaction SMILES: [F:1][C:2]([F:7])([F:6])[C:3]([OH:5])=[O:4].[NH2:8][C@@H:9]1[CH2:13][CH2:12][N:11]([C:14]2[N:22]=[C:21]3[C:17]([N:18]=[CH:19][N:20]3[C@@H:23]3[CH2:27][C@H:26]([N:28]4[CH:32]=[C:31]([CH2:33][OH:34])[CH:30]=[N:29]4)[C@@H:25]([OH:35])[C@H:24]3[OH:36])=[C:16]([NH:37][CH2:38][CH:39]([C:46]3[CH:51]=[CH:50][CH:49]=[CH:48][CH:47]=3)[C:40]3[CH:45]=[CH:44][CH:43]=[CH:42][CH:41]=3)[N:15]=2)[CH2:10]1.FC(F)(F)C(O)=O.O[C@@H]1[C@H](O)[C@@H](N2C=C(C)C=N2)C[C@H]1N1C=NC2C1=NC(NC1CCC(NC(NC3CCN(C4C=CC=CN=4)CC3)=O)CC1)=NC=2NCC(C1C=CC=CC=1)C1C=CC=CC=1.[CH2:119]([O:121][C:122]([C:124]1[CH:125]=[CH:126][C:127]([N:130]2[CH2:135][CH2:134][CH:133]([NH:136][C:137](N3C=CN=C3)=[O:138])[CH2:132][CH2:131]2)=[N:128][CH:129]=1)=[O:123])[CH3:120]>>[F:1][C:2]([F:7])([F:6])[C:3]([OH:5])=[O:4].[CH2:119]([O:121][C:122]([C:124]1[CH:125]=[CH:126][C:127]([N:130]2[CH2:135][CH2:134][CH:133]([NH:136][C:137]([NH:8][C@@H:9]3[CH2:13][CH2:12][N:11]([C:14]4[N:22]=[C:21]5[C:17]([N:18]=[CH:19][N:20]5[C@@H:23]5[CH2:27][C@H:26]([N:28]6[CH:32]=[C:31]([CH2:33][OH:34])[CH:30]=[N:29]6)[C@@H:25]([OH:35])[C@H:24]5[OH:36])=[C:16]([NH:37][CH2:38][CH:39]([C:46]5[CH:47]=[CH:48][CH:49]=[CH:50][CH:51]=5)[C:40]5[CH:41]=[CH:42][CH:43]=[CH:44][CH:45]=5)[N:15]=4)[CH2:10]3)=[O:138])[CH2:132][CH2:131]2)=[N:128][CH:129]=1)=[O:123])[CH3:120] |f:0.1,2.3,5.6|. Reported procedure: This compound is prepared from (1R,2S,3R,5S)-3-[2-((R)-3-amino-pyrrolidin-1-yl)-6-(2,2-diphenyl-ethylamino)-purin-9-yl]-5-(4-hydroxymethyl-pyrazol-1-yl)-cyclopentane-1,2-diol trifluoroacetate (Example 76) using a procedure analogous to that of 1-{4-[9-[(1R,2S,3R,4S)-2,3-dihydroxy-4-(4-methyl-pyrazol-1-yl)-cyclopentyl]-6-(2,2-diphenyl-ethylamino)-9H-purin-2-ylamino]-cyclohexyl}-3-(3,4,5,6-tetrahydro-2H-[1,2′]bipyridinyl-4-yl)-urea trifluoroacetate (Example 42) replacing N-[1-(2-pyridinyl)-4-piper... Reactants: Br (hydrobromic acid), C(C)OC(=O)CCCCCCCNC(=O)N1C(OC(=C1)C1=CC=CC=C1)=O (N-ethyoxycarbonylheptyl-2-oxo-5-phenyl-4-oxazolin-3-ylcarboxamide). The solvent is C(C)(=O)O (acetic acid). The product is O=C1N(C(=CN1)C1=CC=CC=C1)CCCCCCCC(=O)O (8-(2-oxo-5-phenyl-4-imidazolin-1-yl)-caprylic acid). As a reaction SMILES: Br.C([O:4][C:5]([CH2:7][CH2:8][CH2:9][CH2:10][CH2:11][CH2:12][CH2:13][NH:14][C:15]([N:17]1[CH:21]=[C:20]([C:22]2[CH:27]=[CH:26][CH:25]=[CH:24][CH:23]=2)OC1=O)=[O:16])=[O:6])C>C(O)(=O)C>[O:16]=[C:15]1[NH:17][CH:21]=[C:20]([C:22]2[CH:27]=[CH:26][CH:25]=[CH:24][CH:23]=2)[N:14]1[CH2:13][CH2:12][CH2:11][CH2:10][CH2:9][CH2:8][CH2:7][C:5]([OH:4])=[O:6]. Procedure details: A mixture of 800 ml of glacial acetic acid and 80 ml of 63 percent hydrobromic acid is poured over 37.4 g (0.1 mole) of N-ethyoxycarbonylheptyl-2-oxo-5-phenyl-4-oxazolin-3-ylcarboxamide and the mixture is heated under reflux for 2 hours and evaporated as completely as possible in vacuo. The residue is stirred with water. The crude product which is precipitated is separated and washed with a little water. After drying, the compound is purified by column chromatography (silica gel//CHCl3 /methanol... The reactants are S(O)(O)(=O)=O (sulfuric acid), [N+](=O)(O)[O-] (nitric acid), C(C)(=O)OC=1C=C(C(=O)OC)C=CC1OC (methyl 3-(acetyloxy)-4-(methyloxy)benzoate). Reaction conditions: temperature -5 celsius, time 5 minute. Product: C(C)(=O)OC=1C=C(C(=O)OC)C=C(C1OC)[N+](=O)[O-] (methyl 3-(acetyloxy)-4-(methyloxy)-5-nitrobenzoate). The yield is 88.0%. Reaction SMILES: S(=O)(=O)(O)O.[C:6]([O:9][C:10]1[CH:11]=[C:12]([CH:17]=[CH:18][C:19]=1[O:20][CH3:21])[C:13]([O:15][CH3:16])=[O:14])(=[O:8])[CH3:7].[N+:22]([O-])([OH:24])=[O:23]>>[C:6]([O:9][C:10]1[CH:11]=[C:12]([CH:17]=[C:18]([N+:22]([O-:24])=[O:23])[C:19]=1[O:20][CH3:21])[C:13]([O:15][CH3:16])=[O:14])(=[O:8])[CH3:7]. Reported procedure: A mixture of 90% nitric acid (40 mL) and concentrated sulfuric acid (8 mL) were cooled to −5° C. followed by portionwise addition of solid methyl 3-(acetyloxy)-4-(methyloxy)benzoate (25.9 g, 115 mmol.) over 25 minutes. After stirring for 5 minutes the solution was poured onto ice and the aqueous mixture was extracted once with dichloromethane. The organic solution was then washed with dilute aqueous sodium hydrogencarbonate (3×) then once with water and dried over anhydrous magnesium sulfate. Fi... Starting materials: Cl (hydrochloric acid), COC(C(N(C(=O)OC1C2CC3CC(CC1C3)C2)COC(C)[Si](C)(C)C)CC2=CNC3=CC=CC=C23)=O (N-[(2-adamantyloxy)carbonyl]-α-trimethylsilylethoxymethyl-DL-tryptophan methyl ester), [Li+].[OH-] (LiOH), O1CCOCC1 (dioxane). Run in O (water). Reaction conditions: temperature 60 celsius, time 16 hour. Yields the product C12C(C3CC(CC(C1)C3)C2)OC(=O)N(C(CC2=CNC3=CC=CC=C23)C(=O)O)COC(C)[Si](C)(C)C (N-[(2-Adamantyloxy)carbonyl]-α-trimethylsilylethoxymethyl-DL-tryptophan). Yield: 91.8%. As a reaction SMILES: C[O:2][C:3](=[O:37])[CH:4]([CH2:27][C:28]1[C:36]2[C:31](=[CH:32][CH:33]=[CH:34][CH:35]=2)[NH:30][CH:29]=1)[N:5]([CH2:19][O:20][CH:21]([Si:23]([CH3:26])([CH3:25])[CH3:24])[CH3:22])[C:6]([O:8][CH:9]1[CH:16]2[CH2:17][CH:12]3[CH2:13][CH:14]([CH2:18][CH:10]1[CH2:11]3)[CH2:15]2)=[O:7].[Li+].[OH-].O1CCOCC1.Cl>O>[CH:10]12[CH2:11][CH:12]3[CH2:13][CH:14]([CH2:15][CH:16]([CH2:17]3)[CH:9]1[O:8][C:6]([N:5]([CH2:19][O:20][CH:21]([Si:23]([CH3:25])([CH3:24])[CH3:26])[CH3:22])[CH:4]([C:3]([OH:37])=[O:2])[CH2:27][C:28]1[C:36]3[C:31](=[CH:32][CH:33]=[CH:34][CH:35]=3)[NH:30][CH:29]=1)=[O:7])[CH2:18]2 |f:1.2|. Procedure details: A mixture of N-[(2-adamantyloxy)carbonyl]-α-trimethylsilylethoxymethyl-DL-tryptophan methyl ester (4.5 g, 8.5 mmol), LiOH (0.22 g, 9.1 mmol), dioxane (90 mL), and water (30 mL) was stirred at 60° C. for 16 hours. After cooling, the reaction mixture was acidified to pH 4 with 1N hydrochloric acid and extracted with ethyl acetate. The organic extract was dried over Na2SO4 and then concentrated in vacuo. Trituration of the oily residue with diethyl ether gave the title compound as a white solid (4....